Dataset: the Open Reaction Database (ORD), a public repository of structured organic reaction records. Task: describe an organic reaction: reactants, conditions, products, and yield Starting materials: [Al+3], O=C(Cl)c1ccccc1, COc1ccccc1, CCCCCC, [Cl-], [Cl-], [Cl-]. Product: COc1ccc(C(=O)c2ccccc2)cc1. RXN SMILES: [Al+3:19].[C:9]([c:10]1[cH:11][cH:12][cH:13][cH:14][cH:15]1)(=[O:16])[Cl:17].[CH3:1][O:2][c:3]1[cH:4][cH:5][cH:6][cH:7][cH:8]1.[CH3:22][CH2:23][CH2:24][CH2:25][CH2:26][CH3:27].[Cl-:18].[Cl-:20].[Cl-:21]>>[CH3:1][O:2][c:3]1[cH:4][cH:5][c:6]([C:9]([c:10]2[cH:11][cH:12][cH:13][cH:14][cH:15]2)=[O:16])[cH:7][cH:8]1. The reactants are COc1ccc(CO)cc1, Fc1cc(I)ccn1, [H-], [Na+], CN(C)C=O, O. Product: COc1ccc(COc2cc(I)ccn2)cc1. Reaction SMILES: [CH3:8][O:9][c:10]1[cH:11][cH:12][c:13]([CH2:14][OH:15])[cH:16][cH:17]1.[F:18][c:19]1[n:20][cH:21][cH:22][c:23]([I:25])[cH:24]1.[H-:1].[Na+:2].[O:3]=[CH:4][N:5]([CH3:6])[CH3:7].[OH2:26]>>[CH3:8][O:9][c:10]1[cH:11][cH:12][c:13]([CH2:14][O:15][c:19]2[n:20][cH:21][cH:22][c:23]([I:25])[cH:24]2)[cH:16][cH:17]1.